This data is from the Open Reaction Database (ORD), a public repository of structured organic reaction records. The task is: describe an organic reaction: reactants, conditions, products, and yield Procedure details: The title compound was prepared according to the procedure described in Example 1 starting following Step 5 and 6 coupling (5-(trifluoromethyl)-3-(4-(trifluoromethyl)phenyl)isothiazol-4-yl)methyl methanesulfonate and ethyl 3-(4-hydroxy-3,5-difluorophenyl)propanoate followed by hydrolysis to afford the desired product as an off-white solid. 1H NMR (300 MHz, CD3OD) δ 7.99 (d, J=8.1 Hz, 2H), 7.82 (d, J=8.1 Hz, 2H), 6.86 (d, J=13.5 Hz, 2H), 5.23 (s, 2H), 2.87 (t, J=7.2 Hz, 2H), 2.60 (t, J=7.5 Hz, 2H... Reactants: CS(=O)(=O)OCC=1C(=NSC1C(F)(F)F)C1=CC=C(C=C1)C(F)(F)F ((5-(trifluoromethyl)-3-(4-(trifluoromethyl)phenyl)isothiazol-4-yl)methyl methanesulfonate), OC1=C(C=C(C=C1F)CCC(=O)OCC)F (ethyl 3-(4-hydroxy-3,5-difluorophenyl)propanoate). Reaction SMILES: CS([O:5][CH2:6][C:7]1[C:8]([C:16]2[CH:21]=[CH:20][C:19]([C:22]([F:25])([F:24])[F:23])=[CH:18][CH:17]=2)=[N:9][S:10][C:11]=1[C:12]([F:15])([F:14])[F:13])(=O)=O.O[C:27]1[C:32]([F:33])=[CH:31][C:30]([CH2:34][CH2:35][C:36]([O:38]CC)=[O:37])=[CH:29][C:28]=1[F:41]>>[F:33][C:32]1[CH:31]=[C:30]([CH2:34][CH2:35][C:36]([OH:38])=[O:37])[CH:29]=[C:28]([F:41])[C:27]=1[O:5][CH2:6][C:7]1[C:8]([C:16]2[CH:21]=[CH:20][C:19]([C:22]([F:25])([F:24])[F:23])=[CH:18][CH:17]=2)=[N:9][S:10][C:11]=1[C:12]([F:15])([F:14])[F:13]. Yields the product FC=1C=C(C=C(C1OCC=1C(=NSC1C(F)(F)F)C1=CC=C(C=C1)C(F)(F)F)F)CCC(=O)O (3-(3,5-difluoro-4-[[5-(trifluoromethyl)-3-[4-(trifluoromethyl)phenyl]-1,2-thiazol-4-yl]methoxy]phenyl)propanoic acid). Starting materials: COC=1C=CC(=C(C1)N)C1CC2=CC=C(C=C2CC1)OC (5-methoxy-2-(6-methoxy-1,2,3,4-tetrahydronaphthalen-2-yl)phenylamine), COC1=CC=C(C=C1)CC(=O)Cl (4-methoxyphenylacetyl chloride), N1=CC=CC=C1 (pyridine). Solvent: C([O-])(O)=O.[Na+] (sodium bicarbonate). Reaction conditions: time 2 hour. Product: COC=1C=CC(=C(C1)NCCC1=CC=C(C=C1)OC)C1CC2=CC=C(C=C2CC1)OC ([5-Methoxy-2-(6-methoxy-1,2,3,4-tetrahydronaphthalen-2-yl)phenyl][2-(4-methoxyphenyl)ethyl]amine). Yield: 66.9%. As a reaction SMILES: [CH3:1][O:2][C:3]1[CH:4]=[CH:5][C:6]([CH:10]2[CH2:19][CH2:18][C:17]3[C:12](=[CH:13][CH:14]=[C:15]([O:20][CH3:21])[CH:16]=3)[CH2:11]2)=[C:7]([NH2:9])[CH:8]=1.[CH3:22][O:23][C:24]1[CH:29]=[CH:28][C:27]([CH2:30][C:31](Cl)=O)=[CH:26][CH:25]=1.N1C=CC=CC=1>C(=O)(O)[O-].[Na+]>[CH3:1][O:2][C:3]1[CH:4]=[CH:5][C:6]([CH:10]2[CH2:19][CH2:18][C:17]3[C:12](=[CH:13][CH:14]=[C:15]([O:20][CH3:21])[CH:16]=3)[CH2:11]2)=[C:7]([NH:9][CH2:31][CH2:30][C:27]2[CH:28]=[CH:29][C:24]([O:23][CH3:22])=[CH:25][CH:26]=2)[CH:8]=1 |f:3.4|. Procedure: A mixture of 5-methoxy-2-(6-methoxy-1,2,3,4-tetrahydronaphthalen-2-yl)phenylamine (700 mg), 4-methoxyphenylacetyl chloride (680 mg) and pyridine (10 ml) was stirred for 2 hours at room temperature. The reaction mixture was diluted with a saturated aqueous solution of sodium bicarbonate, the crystal that was precipitated was filtered, rinsed with water, then dried at 50° C. overnight. The total amount of the resulting N-[5-methoxy-2-(6-methoxy-1,2,3,4-tetrahydronaphthalen-2-yl)phenyl]-2-(4-methox... Reactants: S(=O)(Cl)Cl (sulfinyl chloride), solution, C1(=CC=CC=C1)C (toluene). Product: CC1=CC=CC=C1S(=O)Cl (P-TOLUENE SULFINYL CHLORIDE). As a reaction SMILES: [S:1]([Cl:4])(Cl)=[O:2].[C:5]1([CH3:11])[CH:10]=[CH:9][CH:8]=[CH:7][CH:6]=1>>[CH3:11][C:5]1[C:10]([S:1]([Cl:4])=[O:2])=[CH:9][CH:8]=[CH:7][CH:6]=1. Reported procedure: 24.6 g (0.1 mol) of freshly recrystallized p-tolyldisulfide was slurried in 18.8 ml (0.2 mol) of distilled acetic anhydride in an oven-dried 250 ml sidearm round bottom flask with magnetic stirring bar and a stopcock connector. The resulting reaction composition was cooled to -10° to -20° C. in a water-ethylene glycol-dry ice bath. All transfers and reactions in this example occurred under nitrogen blanket. About 7 ml of chlorine was condensed at -78° C. and transferred by cannula over 15 minute... Starting materials: [Br-], FC(F)(COCCCCCCBr)c1ccccc1, O=C1NC(=O)c2ccccc21, CCCCCCCCCCCCCCCC[P+](CCCC)(CCCC)CCCC, CN(C)C=O, [K]. Yields the product O=C1c2ccccc2C(=O)N1CCCCCCOCC(F)(F)c1ccccc1. RXN SMILES: [Br-:36].[Br:1][CH2:2][CH2:3][CH2:4][CH2:5][CH2:6][CH2:7][O:8][CH2:9][C:10]([F:11])([F:12])[c:13]1[cH:14][cH:15][cH:16][cH:17][cH:18]1.[C:19]1(=[O:29])[c:20]2[c:21]([cH:25][cH:26][cH:27][cH:28]2)[C:22](=[O:24])[NH:23]1.[CH2:37]([P+:38]([CH2:39][CH2:40][CH2:41][CH3:42])([CH2:43][CH2:44][CH2:45][CH3:46])[CH2:47][CH2:48][CH2:49][CH3:50])[CH2:51][CH2:52][CH2:53][CH2:54][CH2:55][CH2:56][CH2:57][CH2:58][CH2:59][CH2:60][CH2:61][CH2:62][CH2:63][CH2:64][CH3:65].[CH3:31][N:32]([CH3:33])[CH:34]=[O:35].[K:30]>>[CH2:2]([CH2:3][CH2:4][CH2:5][CH2:6][CH2:7][O:8][CH2:9][C:10]([F:11])([F:12])[c:13]1[cH:14][cH:15][cH:16][cH:17][cH:18]1)[N:23]1[C:19](=[O:29])[c:20]2[c:21]([cH:25][cH:26][cH:27][cH:28]2)[C:22]1=[O:24]. Starting materials: [OH-].[Li+] (Lithium hydroxide), CN1C(CN(CC1)C(C(=O)OCC)C1=CC=CC=C1)=O (Ethyl 2-(4-methyl-3-oxopiperazin-1-yl)-2-phenylacetate), [OH-].[Li+] (lithium hydroxide). Solvent: O (water), C(C)O (ethanol). Conditions: time 3 day. Yields the product CN1C(CN(CC1)C(C(=O)O)C1=CC=CC=C1)=O (2-(4-methyl-3-oxopiperazin-1-yl)-2-phenylacetic acid). Isolated yield 76.1%. RXN SMILES: [CH3:1][N:2]1[CH2:7][CH2:6][N:5]([CH:8]([C:14]2[CH:19]=[CH:18][CH:17]=[CH:16][CH:15]=2)[C:9]([O:11]CC)=[O:10])[CH2:4][C:3]1=[O:20].[OH-].[Li+]>C(O)C.O>[CH3:1][N:2]1[CH2:7][CH2:6][N:5]([CH:8]([C:14]2[CH:19]=[CH:18][CH:17]=[CH:16][CH:15]=2)[C:9]([OH:11])=[O:10])[CH2:4][C:3]1=[O:20] |f:1.2|. Procedure details: Ethyl 2-(4-methyl-3-oxopiperazin-1-yl)-2-phenylacetate (250 mg, 0.90 mmol) was dissolved in ethanol (8.6 ml) and water (4.3 ml). Lithium hydroxide (28.2 mg, 1.18 mmol) was added and the reaction was stirred at room temperature for three days. A second portion of lithium hydroxide (4.33 mg, 0.18 mmol) was added and the reaction was stirred at room temperature for 24 hours. EtOH was evaporated and 1N HCl was added to the aqueous solution till pH 7. The water was evaporated and the residue was susp... Run in O (H2O). The reactants are CO (methanol), C(CCCC)=O (valeraldehyde), NC(C(=O)N)(C(C)C)C (2-amino-2,3-dimethylbutyramide). Isolated yield 82.0%. Yields the product C(CCC)C1NC(C(N1)(CCC)C)=O (2-butyl-4-methyl-4-(2-methylethyl)-imidazolidin-5-one). Run at temperature 70 celsius. Reaction SMILES: [NH2:1][C:2]([CH3:9])([CH:6](C)[CH3:7])[C:3]([NH2:5])=[O:4].[CH3:10]O.[CH:12](=O)[CH2:13][CH2:14][CH2:15][CH3:16]>O>[CH2:15]([CH:16]1[NH:1][C:2]([CH3:9])([CH2:6][CH2:7][CH3:10])[C:3](=[O:4])[NH:5]1)[CH2:14][CH2:13][CH3:12]. Procedure details: 20.0 g of 2-amino-2,3-dimethylbutyramide (>96%, 0.147 mol.) are dissolved at room temperature in 100 ml of H2O and 50 ml of methanol and mixed with 13.2 g of valeraldehyde (0.152 mol.). The mixture is heated for 2.5 hours at 70° C. The two-phase mixture is extracted three times at room temperature using 200 ml of MIBK each time, and the combined organic phases are concentrated in vacuo. 25.3 g (97.8% (cis/trans mixture: 25:72; no assignment) of a white solid were obtained, corresponding to a yie... Starting materials: NC1=CC(=NC=N1)CC1=CC=C(C=C1)NC(=O)NC1=CC=C(C=C1)CC (1-[4-(6-Amino-pyrimidin-4-ylmethyl)-phenyl]-3-(4-ethyl-phenyl)-urea), FC(C1=CC(=CC=C1)N=C=O)(F)F (α,α,α-trifluoro-m-tolyl-isocyanate). Run in CN(C)C=O (DMF). Reaction conditions: time 4 hour. Yields the product NC1=CC(=NC=N1)CC1=CC=C(C=C1)NC(=O)NC1=CC(=CC=C1)C(F)(F)F (1-[4-(6-Amino-pyrimidin-4-ylmethyl)-phenyl]-3-(3-trifluoromethyl-phenyl)-urea). Reaction SMILES: [NH2:1][C:2]1[N:7]=[CH:6][N:5]=[C:4]([CH2:8][C:9]2[CH:14]=[CH:13][C:12]([NH:15]C(NC3C=CC(CC)=CC=3)=O)=[CH:11][CH:10]=2)[CH:3]=1.[F:27][C:28]([F:39])([F:38])[C:29]1[CH:34]=[CH:33][CH:32]=[C:31]([N:35]=[C:36]=[O:37])[CH:30]=1>CN(C=O)C>[NH2:1][C:2]1[N:7]=[CH:6][N:5]=[C:4]([CH2:8][C:9]2[CH:14]=[CH:13][C:12]([NH:15][C:36]([NH:35][C:31]3[CH:32]=[CH:33][CH:34]=[C:29]([C:28]([F:38])([F:39])[F:27])[CH:30]=3)=[O:37])=[CH:11][CH:10]=2)[CH:3]=1. Procedure details: The title compound is prepared as described in Example 102 but using 6-(4-aminobenzyl)-pyrimidin-4-ylamine (see Example 157), α,α,α-trifluoro-m-tolyl-isocyanate, and DMF as the solvent. The reaction mixture is stirred for 4 h. The crude product is washed with a CH2Cl2/MeOH (99/1) solution. The title compound is obtained as a white solid: ES-MS: 387.9 [M+H]+; single peak at tR=7.12 min (System 2); Rf=0.23 (CH2Cl2/MeOH, 90/10). The reactants are C(C)N(C1=NC(=CC(=N1)O)O)CC (2-diethylamino-4,6-dihydroxy-pyrimidine), S(=O)(=O)(OC)OC (dimethyl sulphate). Run in [OH-].[Na+] (sodium hydroxide), [OH-].[Na+] (sodium hydroxide), [OH-].[Na+] (sodium hydroxide). Yields the product C(C)N(C1=NC(=CC(=N1)OC)O)CC (2-Diethylamino-4-methoxy-6-hydroxy-pyrimidine). RXN SMILES: [CH2:1]([N:3]([CH2:12][CH3:13])[C:4]1[N:9]=[C:8]([OH:10])[CH:7]=[C:6]([OH:11])[N:5]=1)[CH3:2].S(OC)(O[CH3:18])(=O)=O>[OH-].[Na+]>[CH2:12]([N:3]([CH2:1][CH3:2])[C:4]1[N:5]=[C:6]([O:11][CH3:18])[CH:7]=[C:8]([OH:10])[N:9]=1)[CH3:13] |f:2.3|. Procedure: 500 cc of sodium hydroxide solution 1N are added while stirring to 91.5 g (0.5 mol) of 2-diethylamino-4,6-dihydroxy-pyrimidine. The solution is stirred at 50° for a short period and then cooled to 20°. 63 g (0.5 mol) of dimethyl sulphate are added dropwise, over the course of 1 hour, to the clear solution; by further addition of sodium hydroxide solution 1N the pH value is kept between 7.5 and 8. A total of approximately 100 cc of sodium hydroxide solution 1N is further used. The mixture is stir... The reactants are C(C)(=O)CC(C)=O (acetylacetone), [H-].[Na+] (sodium hydride), CN(C1=CC=C(C=C1)C(C=CC=C(C1=CC=C(C=C1)OC)C1=CC=C(C=C1)N(C)C)(O)C1=CC=C(C=C1)OC)C.Cl(=O)(=O)(=O)[O-] (1,5-bis-(p-dimethylaminophenyl)-1,5-bis-(p-methoxyphenyl)-2,4-pentadiene-1-ol perchlorate). Run in CN(C=O)C (N,N-dimethylformamide). Reaction conditions: time 1 hour. The product is CN(C1=CC=C(C=C1)C(=CCC=C(C1=CC=C(C=C1)OC)C1=CC=C(C=C1)N(C)C)C1=CC=C(C=C1)OC)C.C(C)(=O)CC(C)=O (1,5-bis-(p-dimethylaminophenyl)-1,5-bis-(p-methoxyphenyl)-1,4-pentadiene 3-acetylacetone). Reaction SMILES: [H-].[Na+].[C:3]([CH2:6][C:7](=[O:9])[CH3:8])(=[O:5])[CH3:4].[CH3:10][N:11]([CH3:49])[C:12]1[CH:17]=[CH:16][C:15]([C:18]([C:41]2[CH:46]=[CH:45][C:44]([O:47][CH3:48])=[CH:43][CH:42]=2)(O)[CH:19]=[CH:20][CH:21]=[C:22]([C:31]2[CH:36]=[CH:35][C:34]([N:37]([CH3:39])[CH3:38])=[CH:33][CH:32]=2)[C:23]2[CH:28]=[CH:27][C:26]([O:29][CH3:30])=[CH:25][CH:24]=2)=[CH:14][CH:13]=1.Cl([O-])(=O)(=O)=O>CN(C)C=O>[CH3:39][N:37]([CH3:38])[C:34]1[CH:33]=[CH:32][C:31]([C:22]([C:23]2[CH:28]=[CH:27][C:26]([O:29][CH3:30])=[CH:25][CH:24]=2)=[CH:21][CH2:20][CH:19]=[C:18]([C:15]2[CH:16]=[CH:17][C:12]([N:11]([CH3:49])[CH3:10])=[CH:13][CH:14]=2)[C:41]2[CH:46]=[CH:45][C:44]([O:47][CH3:48])=[CH:43][CH:42]=2)=[CH:36][CH:35]=1.[C:3]([CH2:6][C:7](=[O:9])[CH3:8])(=[O:5])[CH3:4] |f:0.1,3.4,6.7|. Procedure details: 1.2 g of a 60% sodium hydride was dispersed in 200 ml of well-dried N,N-dimethylformamide (DMF) in a 300-ml. Erlenmeyer flask. To this dispersion, 3.00 g of acetylacetone was slowly added at room temperature and the mixture was stirred for 1 hour. To this mixture, 12.3 g of 1,5-bis-(p-dimethylaminophenyl)-1,5-bis-(p-methoxyphenyl)-2,4-pentadiene-1-ol-perchlorate prepared in Synthesis Example 2-2 was slowly added. This reaction mixture was stirred at room temperature for 1 hour.